Dataset: the Open Reaction Database (ORD), a public repository of structured organic reaction records. Task: describe an organic reaction: reactants, conditions, products, and yield Starting materials: C12NC(C(C=C1)C2)=O (2-azabicyclo[2.2.1]hept-5-en-3-one), carboxyl, CO (methanol), carbocyclic aminonucleosides, Cl.N[C@H]1C=C[C@H](C1)C(=O)O (cis-4-aminocyclopent-2-ene carboxylic acid hydrochloride). Run in C(C)(=O)OC(C)=O.N1=CC=CC=C1 (acetic anhydride pyridine). Yields the product C(C)(=O)N[C@H]1C=C[C@H](C1)C(=O)OC (methyl(+)-cis-4-acetamidocyclopent-2-ene carboxylate). As a reaction SMILES: C12C[CH:4](C=C1)[C:3](=[O:8])N2.Cl.[NH2:10][C@@H:11]1[CH2:15][C@H:14]([C:16]([OH:18])=[O:17])[CH:13]=[CH:12]1.[CH3:19]O>C(OC(=O)C)(=O)C.N1C=CC=CC=1>[C:3]([NH:10][C@@H:11]1[CH2:15][C@H:14]([C:16]([O:18][CH3:19])=[O:17])[CH:13]=[CH:12]1)(=[O:8])[CH3:4] |f:1.2,4.5|. Procedure details: The recent description of an unequivocal route to 2-azabicyclo[2.2.1]hept-5-en-3-one (1, referring to the corresponding number on the flow sheet) (Jagt et al, J. Org. Chem., 39, 564 (1974)) offers a unique starting point for the synthesis of carbocyclic aminonucleosides of known geometric configuration. Acidic hydrolysis of this compound to cis-4-aminocyclopent-2-ene carboxylic acid hydrochloride, followed by esterification of the carboxyl function in refluxing methanol and subsequent acetylatio... The reactants are C(C)OP(=O)(OCC)CC(=O)OCC (ethyl diethylphosphonoacetate), BrCCOC1OCCCC1 (2-bromo-1-(2-tetrahydropyranyloxy)ethane), O (water). The solvent is CN(C=O)C (dimethylformamide). Conditions: temperature 0 celsius, time 1 hour. The product is C(C)OP(=O)(OCC)C(C(=O)OCC)CCOC1OCCCC1 (ethyl 2-diethylphosphono-4-(2-tetrahydropyranyloxy)butanoate). RXN SMILES: [CH2:1]([O:3][P:4]([CH2:9][C:10]([O:12][CH2:13][CH3:14])=[O:11])([O:6][CH2:7][CH3:8])=[O:5])[CH3:2].Br[CH2:16][CH2:17][O:18][CH:19]1[CH2:24][CH2:23][CH2:22][CH2:21][O:20]1.O>CN(C)C=O>[CH2:7]([O:6][P:4]([CH:9]([CH2:16][CH2:17][O:18][CH:19]1[CH2:24][CH2:23][CH2:22][CH2:21][O:20]1)[C:10]([O:12][CH2:13][CH3:14])=[O:11])([O:3][CH2:1][CH3:2])=[O:5])[CH3:8]. Reported procedure: 856 mg of a sodium hydride dispersion (60% in oil) was washed three times with dry pentane under a nitrogen stream to separate the oil. After drying, the powder obtained was suspended in 7.2 ml of dry dimethylformamide under a nitrogen stream, and the suspension was cooled to 0° C. Then, 4.26 ml of ethyl diethylphosphonoacetate was dropwise added thereto over a period of one hour. The mixture was stirred at room temperature for 30 minutes and cooled to 0° C., and 5.4 g of 2-bromo-1-(2-tetrahydro... The reactants are C1(=CC=CC=C1)C (Toluene), CO (MeOH), C(C1=CC=CC=C1)OC1=C(C=C2C(=CC=NC2=C1)OC1=C(C=C(C=C1)[N+](=O)[O-])F)OC (7-(benzyloxy)-4-(2-fluoro-4-nitrophenoxy)-6-methoxyquinoline). Procedure: A mixture of 7-(benzyloxy)-4-(2-fluoro-4-nitrophenoxy)-6-methoxyquinoline (125 mg, 0.3 mmol) and PtO2 in EtOAc (15 mL) was stirred at rt under 1 atm of H2 gas for 2 h. Toluene (4 mL) and MeOH (5 mL) were added to the reaction mixture, stirred for 20 minutes, filtered the catalyst, and the filtrate solution was concentrated in vacuo to obtain the product (117 mg, 100%) as a white solid. 1H NMR (DMF-d7) δ 8.52 (d, 1H, J=5.0 Hz), 7.68-6.67 (m, 12H), 6.48 (d, 1H, J=5.0 Hz), 5.38 (s, 2H), 4.02 (s, 3H... RXN SMILES: [CH2:1]([O:8][C:9]1[CH:18]=[C:17]2[C:12]([C:13]([O:19][C:20]3[CH:25]=[CH:24][C:23]([N+:26]([O-])=O)=[CH:22][C:21]=3[F:29])=[CH:14][CH:15]=[N:16]2)=[CH:11][C:10]=1[O:30][CH3:31])[C:2]1[CH:7]=[CH:6][CH:5]=[CH:4][CH:3]=1.C1(C)C=CC=CC=1.CO>CCOC(C)=O.O=[Pt]=O>[CH2:1]([O:8][C:9]1[CH:18]=[C:17]2[C:12]([C:13]([O:19][C:20]3[CH:25]=[CH:24][C:23]([NH2:26])=[CH:22][C:21]=3[F:29])=[CH:14][CH:15]=[N:16]2)=[CH:11][C:10]=1[O:30][CH3:31])[C:2]1[CH:7]=[CH:6][CH:5]=[CH:4][CH:3]=1. Isolated yield 99.9%. Reagents/catalysts: O=[Pt]=O (PtO2). Product: C(C1=CC=CC=C1)OC1=C(C=C2C(=CC=NC2=C1)OC1=C(C=C(C=C1)N)F)OC (4-(7-(Benzyloxy)-6-methoxyquinolin-4-yloxy)-3-fluorobenzenamine). The solvent is CCOC(=O)C (EtOAc). Reaction conditions: time 2 hour. Starting materials: CC1(C=2C=CC(=CC2C(=CC1)C1=CC=C(C=C1)O[Si](C)(C)CC(C)C)C#CC1=CC=C(C(=O)OCC)C=C1)C (ethyl 4-[(5,6-dihydro-5,5-dimethyl-8-(4-((2,2-dimethylethyl)dimethylsiloxy)phenyl)-2-naphthalenyl)ethynyl]benzoate), CC1(C=2C=CC(=CC2C(=CC1)C1=CC=C(C=C1)O[Si](C)(C)CC(C)C)C#CC1=CC=C(C(=O)OCC)C=C1)C (ethyl 4-[(5,6-dihydro-5,5-dimethyl-8-(4-((2,2-dimethylethyl)dimethylsiloxy)phenyl)-2-naphthalenyl)ethynyl]benzoate), O[Li].O (LiOH—H2O), C1CCOC1.O (THF water). Yields the product CC1(C=2C=CC(=CC2C(=CC1)C1=CC=C(C=C1)C)C#CC1=CC=C(C(=O)O)C=C1)C (4-[(5,6-Dihydro-5,5-dimethyl-8-(4-methylphenyl)-2-naphthalenyl)ethynyl]benzoic Acid). As a reaction SMILES: [CH3:1][C:2]1([CH3:39])[CH2:11][CH:10]=[C:9]([C:12]2[CH:17]=[CH:16][C:15](O[Si](CC(C)C)(C)C)=[CH:14][CH:13]=2)[C:8]2[CH:7]=[C:6]([C:26]#[C:27][C:28]3[CH:38]=[CH:37][C:31]([C:32]([O:34]CC)=[O:33])=[CH:30][CH:29]=3)[CH:5]=[CH:4][C:3]1=2.O[Li].O.[CH2:43]1COCC1.O>>[CH3:39][C:2]1([CH3:1])[CH2:11][CH:10]=[C:9]([C:12]2[CH:17]=[CH:16][C:15]([CH3:43])=[CH:14][CH:13]=2)[C:8]2[CH:7]=[C:6]([C:26]#[C:27][C:28]3[CH:29]=[CH:30][C:31]([C:32]([OH:34])=[O:33])=[CH:37][CH:38]=3)[CH:5]=[CH:4][C:3]1=2 |f:1.2,3.4|. Reported procedure: A solution of 142.6 mg (0.339 mmol) of ethyl 4-[(5,6-dihydro-5,5-dimethyl-8-(4-methylphenyl)-2-naphthalenyl)ethynyl]benzoate (Compound 1) and 35.6 mg (0.848 mmol) of LiOH—H2O in 12 ml of THF/water (4:1, v/v), was stirred overnight at room temperature. The reaction mixture was extracted with hexanes, and the hexane fraction extracted with 5% aqueous NaOH. The aqueous layers were combined and acidified with 1 M HCl, and then extracted with EtOAc and Et2O. The combined organic layers were dried ove...